The task is: describe an organic reaction: reactants, conditions, products, and yield. This data is from the Open Reaction Database (ORD), a public repository of structured organic reaction records. Reaction SMILES: [BH4-:21].[Br:11][c:12]1[cH:13][c:14]([CH2:18][C:19]#[N:20])[cH:15][cH:16][cH:17]1.[CH3:23][CH2:24][OH:25].[CH:3](=[O:4])[c:5]1[cH:6][cH:7][cH:8][cH:9][cH:10]1.[K+:2].[Na+:22].[OH-:1].[OH2:26]>>[CH2:3]([c:5]1[cH:6][cH:7][cH:8][cH:9][cH:10]1)[CH:18]([c:14]1[cH:13][c:12]([Br:11])[cH:17][cH:16][cH:15]1)[C:19]#[N:20]. The reactants are [BH4-], N#CCc1cccc(Br)c1, CCO, O=Cc1ccccc1, [K+], [Na+], [OH-], O. Yields the product N#CC(Cc1ccccc1)c1cccc(Br)c1. The reactants are O=C1CCC(=O)N1Br, O=C(OOC(=O)c1ccccc1)c1ccccc1, ClC(Cl)(Cl)Cl, Cc1ccc2oc3ncccc3c(=O)c2c1, O. Yields the product O=c1c2cc(CBr)ccc2oc2ncccc12. Reaction SMILES: [Br:17][N:18]1[C:19](=[O:20])[CH2:21][CH2:22][C:23]1=[O:24].[C:25]([O:26][O:27][C:28](=[O:29])[c:30]1[cH:31][cH:32][cH:33][cH:34][cH:35]1)(=[O:36])[c:37]1[cH:38][cH:39][cH:40][cH:41][cH:42]1.[C:43]([Cl:44])([Cl:45])([Cl:46])[Cl:47].[CH3:1][c:2]1[cH:3][cH:4][c:5]2[c:6]([c:7](=[O:15])[c:8]3[c:9]([n:10][cH:11][cH:12][cH:13]3)[o:14]2)[cH:16]1.[OH2:48]>>[CH2:1]([c:2]1[cH:3][cH:4][c:5]2[c:6]([c:7](=[O:15])[c:8]3[c:9]([n:10][cH:11][cH:12][cH:13]3)[o:14]2)[cH:16]1)[Br:17].